Dataset: the Open Reaction Database (ORD), a public repository of structured organic reaction records. Task: describe an organic reaction: reactants, conditions, products, and yield Reactants: CON=C(C(=O)O)c1nsc(NC(=O)c2ccccc2)n1, O, OCCNCCO. Product: CON=C(C(=O)O)c1nsc(N)n1. Reaction SMILES: [C:1](=[O:2])([c:3]1[cH:4][cH:5][cH:6][cH:7][cH:8]1)[NH:9][c:10]1[n:11][c:12]([C:15]([C:16](=[O:17])[OH:18])=[N:19][O:20][CH3:21])[n:13][s:14]1.[OH2:29].[OH:22][CH2:23][CH2:24][NH:25][CH2:26][CH2:27][OH:28]>>[NH2:9][c:10]1[n:11][c:12]([C:15]([C:16](=[O:17])[OH:18])=[N:19][O:20][CH3:21])[n:13][s:14]1. Starting materials: CNCC(O)c1ncccn1, CCN(C(C)C)C(C)C, Cn1cc(C(=O)NCc2ccc(Cl)cc2)c(=O)c2sc(CCl)cc21, CN(C)C=O, O. Product: CN(Cc1cc2c(s1)c(=O)c(C(=O)NCc1ccc(Cl)cc1)cn2C)CC(O)c1ncccn1. Reaction SMILES: [CH3:25][NH:26][CH2:27][CH:28]([OH:29])[c:30]1[n:31][cH:32][cH:33][cH:34][n:35]1.[CH:36]([N:37]([CH:38]([CH3:39])[CH3:40])[CH2:41][CH3:42])([CH3:43])[CH3:44].[Cl:1][c:2]1[cH:3][cH:4][c:5]([CH2:6][NH:7][C:8](=[O:9])[c:10]2[c:11](=[O:22])[c:12]3[c:13]([n:14]([CH3:16])[cH:15]2)[cH:17][c:18]([CH2:20][Cl:21])[s:19]3)[cH:23][cH:24]1.[O:45]=[CH:46][N:47]([CH3:48])[CH3:49].[OH2:50]>>[Cl:1][c:2]1[cH:3][cH:4][c:5]([CH2:6][NH:7][C:8](=[O:9])[c:10]2[c:11](=[O:22])[c:12]3[c:13]([n:14]([CH3:16])[cH:15]2)[cH:17][c:18]([CH2:20][N:26]([CH3:25])[CH2:27][CH:28]([OH:29])[c:30]2[n:31][cH:32][cH:33][cH:34][n:35]2)[s:19]3)[cH:23][cH:24]1. Reactants: CC(=O)Nc1cccc(CCC#N)n1, CC(=O)OC(C)=O, CO, N, O. Product: CC(=O)NCCCc1cccc(NC(C)=O)n1. RXN SMILES: [C:1]([CH3:2])(=[O:3])[NH:4][c:5]1[n:6][c:7]([CH2:11][CH2:12][C:13]#[N:14])[cH:8][cH:9][cH:10]1.[CH3:15][C:16](=[O:17])[O:18][C:19](=[O:20])[CH3:21].[CH3:22][OH:23].[NH3:25].[OH2:24]>>[C:1]([CH3:2])(=[O:3])[NH:4][c:5]1[n:6][c:7]([CH2:11][CH2:12][CH2:13][NH:14][C:16]([CH3:15])=[O:17])[cH:8][cH:9][cH:10]1. Reactants: [BH4-].[Na+] (sodium borohydride), C(C)(C)(C)OC(CC1(CCCC1)C1=CC=C(C=C1)NCN1N=NC2=C1C=CC=C2)=O ([1-(4-{(benzotriazol-1-ylmethyl)-amino}-phenyl)-cyclopentyl]-acetic acid tert-butyl ester), [BH4-].[Na+] (sodium borohydride), [BH4-].[Na+] (sodium borohydride). RXN SMILES: [C:1]([O:5][C:6](=[O:30])[CH2:7][C:8]1([C:13]2[CH:18]=[CH:17][C:16]([NH:19][CH2:20]N3C4C=CC=CC=4N=N3)=[CH:15][CH:14]=2)[CH2:12][CH2:11][CH2:10][CH2:9]1)([CH3:4])([CH3:3])[CH3:2].[BH4-].[Na+]>C(O)C>[C:1]([O:5][C:6](=[O:30])[CH2:7][C:8]1([C:13]2[CH:18]=[CH:17][C:16]([NH:19][CH3:20])=[CH:15][CH:14]=2)[CH2:12][CH2:11][CH2:10][CH2:9]1)([CH3:3])([CH3:4])[CH3:2] |f:1.2|. Product: C(C)(C)(C)OC(CC1(CCCC1)C1=CC=C(C=C1)NC)=O ([1-(4-Methylamino-phenyl)-cyclopentyl]-acetic acid tert-butyl ester). Yield: 100.3%. Solvent: C(C)O (ethanol). Procedure details: A stirred suspension of [1-(4-{(benzotriazol-1-ylmethyl)-amino}-phenyl)-cyclopentyl]-acetic acid tert-butyl ester (0.21 g) in ethanol (10 mL), under argon, was treated with sodium borohydride (0.051 g). After stirring at room temperature for 2 hours a further aliquot of sodium borohydride (0.017 g) was added and stirring was continued for a further hour, then a further aliquot of sodium borohydride (0.017 g) was added and stirring was continued for a further hour. The reaction mixture was then e...